From a dataset of the Open Reaction Database (ORD), a public repository of structured organic reaction records. describe an organic reaction: reactants, conditions, products, and yield The reactants are Cl.ClC1=C(C=C(C=C1Cl)NC=1C2=C(N=CN1)SC1=C2CCNC1)O (2,3-Dichloro-5-(5,6,7,8-tetrahydropyrido[4′,3′:4,5]thieno[2,3-d]pyrimidin-4-ylamino)phenol hydrochloride), BrC/C=C/C(=O)O ((2E)-4-bromobut-2-enoic acid), C(C)(C)(C)NC (tert-butyl methylamine). Product: C(C)(C)(C)N(C/C=C/C(=O)N1CC2=C(C3=C(N=CN=C3NC=3C=C(C(=C(C3)O)Cl)Cl)S2)CC1)C (5-[(7-{(2E)-4-[tert-Butyl(methyl)amino]but-2-enoyl}-5,6,7,8-tetrahydropyrido[4′,3′:4,5]thieno[2,3-d]pyrimidin-4-yl)amino]-2,3-dichlorophenol). Reaction SMILES: Cl.[Cl:2][C:3]1[C:8]([Cl:9])=[CH:7][C:6]([NH:10][C:11]2[C:12]3[C:19]4[CH2:20][CH2:21][NH:22][CH2:23][C:18]=4[S:17][C:13]=3[N:14]=[CH:15][N:16]=2)=[CH:5][C:4]=1[OH:24].Br[CH2:26]/[CH:27]=[CH:28]/[C:29]([OH:31])=O.[C:32]([NH:36][CH3:37])([CH3:35])([CH3:34])[CH3:33]>>[C:32]([N:36]([CH3:37])[CH2:26]/[CH:27]=[CH:28]/[C:29]([N:22]1[CH2:21][CH2:20][C:19]2[C:12]3[C:11]([NH:10][C:6]4[CH:7]=[C:8]([Cl:9])[C:3]([Cl:2])=[C:4]([OH:24])[CH:5]=4)=[N:16][CH:15]=[N:14][C:13]=3[S:17][C:18]=2[CH2:23]1)=[O:31])([CH3:35])([CH3:34])[CH3:33] |f:0.1|. Reported procedure: The compound was synthesized in analogy to Example 147 from 2,3-dichloro-5-(5,6,7,8-tetrahydropyrido[4′,3′:4,5]thieno[2,3-d]pyrimidin-4-ylamino)phenol hydrochloride from Example 69A (85 mg, 0.21 mmol), (2E)-4-bromobut-2-enoic acid (52 mg, 0.32 mmol) and tert-butyl methylamine (29 mg, 0.34 mmol) to yield 18 mg (16%). The reactants are COC(=O)Cl, CC(C)C(N)C(=O)O, Cl, [Na+], O=C([O-])O, C1CCOC1, O. As a reaction SMILES: [CH3:14][O:15][C:16](=[O:17])[Cl:18].[CH3:1][CH:2]([CH3:3])[CH:4]([NH2:5])[C:6]([OH:7])=[O:8].[ClH:19].[Na+:13].[O-:9][C:10]([OH:11])=[O:12].[O:20]1[CH2:21][CH2:22][CH2:23][CH2:24]1.[OH2:25]>>[CH3:1][CH:2]([CH3:3])[CH:4]([NH:5][C:16]([O:15][CH3:14])=[O:17])[C:6]([OH:7])=[O:8]. The product is COC(=O)NC(C(=O)O)C(C)C. Starting materials: CC=1C=NC=2CCCCC2C1 (3-Methyl-5,6,7,8-tetrahydroquinoline), OO (hydrogen peroxide). The solvent is C(C)(=O)O (acetic acid). Run at temperature 80 celsius. The product is CC=1C=[N+](C=2CCCCC2C1)[O-] (3-Methyl-5,6,7,8-tetrahydroquinoline-1-oxide). As a reaction SMILES: [CH3:1][C:2]1[CH:3]=[N:4][C:5]2[CH2:6][CH2:7][CH2:8][CH2:9][C:10]=2[CH:11]=1.[OH:12]O>C(O)(=O)C>[CH3:1][C:2]1[CH:3]=[N+:4]([O-:12])[C:5]2[CH2:6][CH2:7][CH2:8][CH2:9][C:10]=2[CH:11]=1. Reported procedure: 3-Methyl-5,6,7,8-tetrahydroquinoline (50 g.) was dissolved in glacial acetic acid (180 ml.) and the solution treated with 30% hydrogen peroxide (70 ml.) and heated at 80° C for 20 hours. The solvent was removed in vacuo and the residual oil diluted with water (25 ml.) and re-evaporated. The resulting oil was dissolved in chloroform (100 ml.), washed with aqueous sodium carbonate (2 × 25 ml.), saturated brine (2 × 25 ml.), dried (MgSO4) and the solvent removed in vacuo to give 3-Methyl-5,6,7,8-te... Starting materials: O=C(Nc1ccc(-c2ccccc2)cc1)NC(CCCN(CCN1CCCC1)C(=O)OCc1ccccc1)Cc1ccccc1, CC(C)(C)OC(=O)NC(CCCN(CCN1CCCC1)C(=O)OCc1ccccc1)Cc1ccccc1, ClCCl, Cl, C1COCCO1. Yields the product O=C(Nc1ccc(-c2ccccc2)cc1)NC(CCCNCCN1CCCC1)Cc1ccccc1. As a reaction SMILES: [CH2:1]([O:2][C:3](=[O:4])[N:10]([CH2:11][CH2:12][N:13]1[CH2:14][CH2:15][CH2:16][CH2:17]1)[CH2:18][CH2:19][CH2:20][CH:21]([CH2:22][c:23]1[cH:24][cH:25][cH:26][cH:27][cH:28]1)[NH:29][C:30](=[O:31])[NH:32][c:33]1[cH:34][cH:35][c:36](-[c:39]2[cH:40][cH:41][cH:42][cH:43][cH:44]2)[cH:37][cH:38]1)[c:5]1[cH:6][cH:7][cH:8][cH:9][cH:45]1.[CH2:46]([O:47][C:48](=[O:49])[N:50]([CH2:51][CH2:52][CH2:53][CH:54]([NH:55][C:56]([O:57][C:58]([CH3:59])([CH3:60])[CH3:61])=[O:62])[CH2:63][c:64]1[cH:65][cH:66][cH:67][cH:68][cH:69]1)[CH2:70][CH2:71][N:72]1[CH2:73][CH2:74][CH2:75][CH2:76]1)[c:77]1[cH:78][cH:79][cH:80][cH:81][cH:82]1.[Cl:84][CH2:85][Cl:86].[ClH:83].[O:87]1[CH2:88][CH2:89][O:90][CH2:91][CH2:92]1>>[NH:10]([CH2:11][CH2:12][N:13]1[CH2:14][CH2:15][CH2:16][CH2:17]1)[CH2:18][CH2:19][CH2:20][CH:21]([CH2:22][c:23]1[cH:24][cH:25][cH:26][cH:27][cH:28]1)[NH:29][C:30](=[O:31])[NH:32][c:33]1[cH:34][cH:35][c:36](-[c:39]2[cH:40][cH:41][cH:42][cH:43][cH:44]2)[cH:37][cH:38]1. Procedure: A 2.0-5.0 mL microwave vial was charged with tert-Butyl 1-piperazinecarboxylate (100 mg, 0.54 mmol), 2-Chloroquinoline (0.086 mL, 0.64 mmol), Sodium tert-butoxide (61.9 mg, 0.64 mmol), rac-2,2'-Bis(diphenylphosphino)-1,1'-binaphthyl (33.4 mg, 0.05 mmol) and toluene (3 mL). The reaction mixture was degassed for 10 minutes with nitrogen, and then Tris(dibenzylideneacetone)dipalladium(0) (24.58 mg, 0.03 mmol) was added. The reaction mixture was stirred at 100°C in an oil bath for 12h. The solution ... Run at temperature 100 celsius. Run in CC1=CC=CC=C1. Product: CC(C)(C)OC(=O)N1CCN(CC1)C2=NC3=CC=CC=C3C=C2. Reagents/catalysts: CC(C)(C)[O-].[Na+], C1=CC=C(C=C1)P(C2=CC=CC=C2)C3=C(C4=CC=CC=C4C=C3)C5=C(C=CC6=CC=CC=C65)P(C7=CC=CC=C7)C8=CC=CC=C8, C1=CC=C(C=C1)/C=C/C(=O)/C=C/C2=CC=CC=C2.C1=CC=C(C=C1)/C=C/C(=O)/C=C/C2=CC=CC=C2.C1=CC=C(C=C1)/C=C/C(=O)/C=C/C2=CC=CC=C2.[Pd].[Pd]. Starting materials: CC(C)(C)OC(=O)N1CCNCC1, C1=CC=C2C(=C1)C=CC(=N2)Cl. The yield is 46.4%. Reactants: OC[C@@H]1N(CCC1)CCC1=CC=C(C=C1)N(C)C ((R)-2-Hydroxymethyl-1-(4-dimethylaminophenethyl)pyrrolidine), C(O)([O-])=O.[Na+] (sodium hydrogencarbonate), C(C)(C)N(CC)C(C)C (diisopropylethylamine), CS(=O)(=O)Cl (methanesulfonyl chloride). Solvent: ClCCl (dichloromethane), ClCCl (dichloromethane). Run at time 2 hour. Product: Cl[C@H]1CN(CCC1)CCC1=CC=C(C=C1)N(C)C ((R)-3-chloro-1-(4-dimethylaminophenethyl)piperidine), solid. The yield is 57.0%. As a reaction SMILES: O[CH2:2][C@H:3]1[CH2:7][CH2:6][CH2:5][N:4]1[CH2:8][CH2:9][C:10]1[CH:15]=[CH:14][C:13]([N:16]([CH3:18])[CH3:17])=[CH:12][CH:11]=1.C(N(C(C)C)CC)(C)C.CS([Cl:32])(=O)=O.C(=O)([O-])O.[Na+]>ClCCl>[Cl:32][C@@H:6]1[CH2:7][CH2:2][CH2:3][N:4]([CH2:8][CH2:9][C:10]2[CH:11]=[CH:12][C:13]([N:16]([CH3:17])[CH3:18])=[CH:14][CH:15]=2)[CH2:5]1 |f:3.4|. Procedure details: (R)-2-Hydroxymethyl-1-(4-dimethylaminophenethyl)pyrrolidine (4.91 g, 19.8 mmol) was dissolved in 60 ml of dichloromethane. 3.11 g (24.4 mmol) of diisopropylethylamine and 2.75 g (24.0 mmol) of methanesulfonyl chloride were added to the obtained solution under stirring under cooling with ice. They were stirred under cooling with ice for 1 hour and then at room temperature for 2 hours. The reaction mixture was distributed into dichloromethane and saturated aqueous sodium hydrogencarbonate solution... Starting materials: CC(=O)CC(C)C, O=c1[nH]c2ccccc2n1CCCCl, [I-], [K+], [Na+], [Na+], O=C([O-])[O-], O, O=C1NCN(c2ccccc2)C12CCNCC2. The product is O=C1NCN(c2ccccc2)C12CCN(CCCn1c(=O)[nH]c3ccccc31)CC2. As a reaction SMILES: [CH3:41][CH:42]([CH3:43])[CH2:44][C:45](=[O:46])[CH3:47].[Cl:1][CH2:2][CH2:3][CH2:4][n:5]1[c:6](=[O:14])[nH:7][c:8]2[c:9]1[cH:10][cH:11][cH:12][cH:13]2.[I-:39].[K+:38].[Na+:32].[Na+:33].[O-:34][C:35](=[O:36])[O-:37].[OH2:40].[c:15]1([N:21]2[CH2:22][NH:23][C:24](=[O:31])[C:25]23[CH2:26][CH2:27][NH:28][CH2:29][CH2:30]3)[cH:16][cH:17][cH:18][cH:19][cH:20]1>>[CH2:2]([CH2:3][CH2:4][n:5]1[c:6](=[O:14])[nH:7][c:8]2[c:9]1[cH:10][cH:11][cH:12][cH:13]2)[N:28]1[CH2:27][CH2:26][C:25]2([N:21]([c:15]3[cH:16][cH:17][cH:18][cH:19][cH:20]3)[CH2:22][NH:23][C:24]2=[O:31])[CH2:30][CH2:29]1. Starting materials: C1(=CC=CC=C1)NCC(=O)O (N-phenylglycine), [OH-].[Na+] (sodium hydroxide), C(Cl)(Cl)Cl (chloroform), C1(=CC=CC=C1)S(=O)(=O)Cl (benzenesulfonyl chloride). The product is C1(=CC=CC=C1)S(=O)(=O)N(CC(=O)O)C1=CC=CC=C1 (N-benzenesulfonyl-N-phenylglycine). Reaction conditions: time 30 minute. Procedure details: 7.7 Parts of N-phenylglycine and 5 parts of sodium hydroxide are dissolved in 30 parts of water. Into the resulting solution, 5 parts of chloroform containing 10 parts of benzenesulfonyl chloride is dropped with stirring. After the dropping, the resulting mixture is stirred at room temperature for 4 hours and then at 50° C. for 30 minutes. Subsequently, the aqueous layer is separated from the reaction mixture and then acidified with hydrochloric acid to form an oily substance. By rubbing on the ... Solvent: O (water). RXN SMILES: [C:1]1([NH:7][CH2:8][C:9]([OH:11])=[O:10])[CH:6]=[CH:5][CH:4]=[CH:3][CH:2]=1.[OH-].[Na+].C(Cl)(Cl)Cl.[C:18]1([S:24](Cl)(=[O:26])=[O:25])[CH:23]=[CH:22][CH:21]=[CH:20][CH:19]=1>O>[C:18]1([S:24]([N:7]([C:1]2[CH:6]=[CH:5][CH:4]=[CH:3][CH:2]=2)[CH2:8][C:9]([OH:11])=[O:10])(=[O:26])=[O:25])[CH:23]=[CH:22][CH:21]=[CH:20][CH:19]=1 |f:1.2|. The product is ClC1=C(C=C(C=C1)[C@]12[C@@H]([C@H]([C@@H]([C@](CO1)(O2)C(C)O)O)O)O)CC2=CC=C(C=C2)OCC ((1R,2S,3S,4R,5S)-5-[4-chloro-3-[(4-ethoxyphenyl)methyl]phenyl]-1-(1-hydroxyethyl)-6,8-dioxabicyclo[3.2.1]octane-2,3,4-triol). Yield: 51.1%. Procedure: To a solution of 1-[(1R,2S,3S,4R,5S)-2,3,4-tribenzyloxy-5-[4-chloro-3-[(4-ethoxyphenyl)methyl]phenyl]-6,8-dioxabicyclo[3.2.1]octan-1-yl]ethanol 1m (1.71 g, 2.36 mmol) in a methanol/tetrahydrofuran mixture (v/v=4/1, 30 mL) were added o-dichlorobenzene (1.74 g, 11.8 mmol) and 10% Pd/C (250 mg, 0.236 mmol) at room temperature. The mixture was stirred under H2 at room temperature for 1.5 hours and filtered. The filtrate was concentrated in vacuo. The residue was purified by preparative HPLC (prep-HP... Reaction SMILES: C([O:8][C@H:9]1[C@H:15]([O:16]CC2C=CC=CC=2)[C@@H:14]([O:24]CC2C=CC=CC=2)[C@:13]2([C:33]3[CH:38]=[CH:37][C:36]([Cl:39])=[C:35]([CH2:40][C:41]4[CH:46]=[CH:45][C:44]([O:47][CH2:48][CH3:49])=[CH:43][CH:42]=4)[CH:34]=3)[O:32][C@@:10]1([CH:50]([OH:52])[CH3:51])[CH2:11][O:12]2)C1C=CC=CC=1.ClC1C=CC=CC=1Cl>[Pd].CO.O1CCCC1>[Cl:39][C:36]1[CH:37]=[CH:38][C:33]([C@@:13]23[O:32][C@@:10]([CH:50]([OH:52])[CH3:51])([CH2:11][O:12]2)[C@@H:9]([OH:8])[C@H:15]([OH:16])[C@H:14]3[OH:24])=[CH:34][C:35]=1[CH2:40][C:41]1[CH:42]=[CH:43][C:44]([O:47][CH2:48][CH3:49])=[CH:45][CH:46]=1 |f:3.4|. Reactants: C(C1=CC=CC=C1)O[C@@H]1[C@@]2(CO[C@]([C@@H]([C@H]1OCC1=CC=CC=C1)OCC1=CC=CC=C1)(O2)C2=CC(=C(C=C2)Cl)CC2=CC=C(C=C2)OCC)C(C)O (1-[(1R,2S,3S,4R,5S)-2,3,4-tribenzyloxy-5-[4-chloro-3-[(4-ethoxyphenyl)methyl]phenyl]-6,8-dioxabicyclo[3.2.1]octan-1-yl]ethanol), ClC1=C(C=CC=C1)Cl (o-dichlorobenzene). Reagents/catalysts: [Pd] (Pd/C). Run at time 1.5 hour. The solvent is CO.O1CCCC1 (methanol tetrahydrofuran). The reactants are C(C)(C)(C)OC(=O)N1CC(CC1)NC(=O)C=1SC=CC1NC1=C2C(=NC=C1)NC=C2 (3-{[3-(1H-Pyrrolo[2,3-b]pyridin-4-ylamino)-thiophene-2-carbonyl]-amino}-pyrrolidine-1-carboxylic acid tert-butyl ester), NCCC1=CNC=N1 (histamine). Product: N1C=NC(=C1)CCNC(=O)C=1SC=CC1NC1=C2C(=NC=C1)NC=C2 (3-(1H-Pyrrolo[2,3-b]pyridin-4-ylamino)-thiophene-2-carboxylic acid [2-(1H-imidazol-4-yl)-ethyl]-amide). As a reaction SMILES: C(OC([N:8]1[CH2:12][CH2:11][CH:10]([NH:13][C:14]([C:16]2[S:17][CH:18]=[CH:19][C:20]=2[NH:21][C:22]2[CH:27]=[CH:26][N:25]=[C:24]3[NH:28][CH:29]=[CH:30][C:23]=23)=[O:15])[CH2:9]1)=O)(C)(C)C.[NH2:31][CH2:32]CC1N=CNC=1>>[NH:31]1[CH:32]=[C:12]([CH2:11][CH2:10][NH:13][C:14]([C:16]2[S:17][CH:18]=[CH:19][C:20]=2[NH:21][C:22]2[CH:27]=[CH:26][N:25]=[C:24]3[NH:28][CH:29]=[CH:30][C:23]=23)=[O:15])[N:8]=[CH:9]1. Procedure details: This compound was prepared in an analogous manner as 3-{[3-(1H-Pyrrolo[2,3-b]pyridin-4-ylamino)-thiophene-2-carbonyl]-amino}-pyrrolidine-1-carboxylic acid tert-butyl ester using histamine instead of 1-BOC-3-aminopyrrolidine. LCMS (ESI) 353 (M+H) 1H NMR (400 MHz, DMSO-d6) δ ppm 11.69-11.97 (1H, m) 11.52 (1H, br. s.) 10.35 (1H, s) 8.24 (1H, br. s.) 8.02 (1H, d, J=5.37 Hz) 7.77 (1H, d, J=5.47 Hz) 7.44-7.54 (2H, m) 7.31 (1H, dd, J=3.32, 2.83 Hz) 6.88 (1H, br. s.) 6.82 (1H, d, J=5.37 Hz) 6.44 (1H, dd...